This data is from the Open Reaction Database (ORD), a public repository of structured organic reaction records. The task is: describe an organic reaction: reactants, conditions, products, and yield Reactants: OC1=CC(=NC2=CC=CC=C12)C(=O)OCC (ethyl 4-hydroxy-2-quinolinecarboxylate). The reagents and catalysts are [Pt](=O)=O (platinum (IV) oxide). Run in Cl (hydrochloric acid). Reaction conditions: time 72 hour. Yields the product OC1=CC(=NC=2CCCCC12)C(=O)OCC (ethyl 4-hydroxy-5,6,7,8-tetrahydroquinoline-2-carboxylate). RXN SMILES: [OH:1][C:2]1[C:11]2[C:6](=[CH:7][CH:8]=[CH:9][CH:10]=2)[N:5]=[C:4]([C:12]([O:14][CH2:15][CH3:16])=[O:13])[CH:3]=1>Cl.[Pt](=O)=O>[OH:1][C:2]1[C:11]2[CH2:10][CH2:9][CH2:8][CH2:7][C:6]=2[N:5]=[C:4]([C:12]([O:14][CH2:15][CH3:16])=[O:13])[CH:3]=1. Procedure details: To a solution of ethyl 4-hydroxy-2-quinolinecarboxylate (2.18 g, 10.0 mmol) in 80 mL of concentrated hydrochloric acid was added platinum (IV) oxide. The mixture was subjected to hydrogenation in a Parr shaker apparatus under 50 lbs of H2 for 72 h. The reaction was filtered and concentrated in vacuo to provide ethyl 4-hydroxy-5,6,7,8-tetrahydroquinoline-2-carboxylate that gave a mass ion (ES+) of 222.0 for [M+H]+. Product: COC(C=1C(C(=O)OC)=CC(=CC1)OC1=C(C=CC=C1)NCC1=CC(=CC=C1)[N+](=O)[O-])=O (4-[2-(3-nitrobenzylamino)phenoxy]phthalic acid dimethyl ester). Reported procedure: A solution of 3-(2-aminophenoxy)phthalic acid dimethyl ester (200 mg, 0.54 mmol) and 3-nitrobenzaldehyde (90 mg, 0.60 mmol) in toluen (20 ml) was refluxed for 30 hours with a Dean-Stark trap. The reaction mixture is cooled to room temperature and evaporated to dryness in vacuo. The residue was dissolved in methanol (5ml), sodium cyanoborohydride (100 mg, 1.58 mmol) was added, and pH adjusted to 4.5 by means of hydrogen chloride in ether. The mixture was stirred at room temperature for 20 hours, ... The solvent is C1(=CC=CC=C1)C (toluen), CCOCC (ether). Starting materials: C(#N)[BH3-].[Na+] (sodium cyanoborohydride), Cl (hydrogen chloride), COC(C=1C(C(=O)OC)=C(C=CC1)OC1=C(C=CC=C1)N)=O (3-(2-aminophenoxy)phthalic acid dimethyl ester), [N+](=O)([O-])C=1C=C(C=O)C=CC1 (3-nitrobenzaldehyde). Conditions: time 20 hour. RXN SMILES: [CH3:1][O:2][C:3](=[O:22])[C:4]1[C:5](=[C:10]([O:14][C:15]2[CH:20]=[CH:19][CH:18]=[CH:17][C:16]=2[NH2:21])[CH:11]=[CH:12][CH:13]=1)C(OC)=O.[N+:23]([C:26]1[CH:27]=[C:28]([CH:31]=[CH:32][CH:33]=1)[CH:29]=O)([O-:25])=[O:24].C([BH3-])#N.[Na+].Cl>C1(C)C=CC=CC=1.CCOCC>[CH3:1][O:2][C:3](=[O:22])[C:13]1[C:4](=[CH:5][C:10]([O:14][C:15]2[CH:20]=[CH:19][CH:18]=[CH:17][C:16]=2[NH:21][CH2:29][C:28]2[CH:31]=[CH:32][CH:33]=[C:26]([N+:23]([O-:25])=[O:24])[CH:27]=2)=[CH:11][CH:12]=1)[C:3]([O:2][CH3:1])=[O:22] |f:2.3|. The reactants are C1(=CC=CC=C1)P(C1=CC=CC=C1)C1=CC=CC=C1 (triphenylphosphine), BrC1=C2C=CC(=NC2=C(C=C1)OC)C (5-Bromo-8-methoxy-2-methylquinoline), C1(=CC=CC=C1)B(O)O (benzene boronic acid), C([O-])([O-])=O.[K+].[K+] (potassium carbonate). Reagents/catalysts: Cl[Pd]([P](C1=CC=CC=C1)(C2=CC=CC=C2)C3=CC=CC=C3)([P](C4=CC=CC=C4)(C5=CC=CC=C5)C6=CC=CC=C6)Cl.[Cl-] (dichlorobis(triphenylphosphine)palladium chloride). The solvent is C(C)O (ethanol), C1(=CC=CC=C1)C (toluene), C(C)(=O)OCC (ethyl acetate). Conditions: temperature 60 celsius. Yields the product COC=1C=CC(=C2C=CC(=NC12)C)C1=CC=CC=C1 (8-Methoxy-2-methyl-5-phenylquinoline). Isolated yield 54.0%. Reaction SMILES: Br[C:2]1[CH:11]=[CH:10][C:9]([O:12][CH3:13])=[C:8]2[C:3]=1[CH:4]=[CH:5][C:6]([CH3:14])=[N:7]2.[C:15]1(B(O)O)[CH:20]=[CH:19][CH:18]=[CH:17][CH:16]=1.C(=O)([O-])[O-].[K+].[K+].C1(P(C2C=CC=CC=2)C2C=CC=CC=2)C=CC=CC=1>C(OCC)(=O)C.Cl[Pd](Cl)([P](C1C=CC=CC=1)(C1C=CC=CC=1)C1C=CC=CC=1)[P](C1C=CC=CC=1)(C1C=CC=CC=1)C1C=CC=CC=1.[Cl-].C(O)C.C1(C)C=CC=CC=1>[CH3:13][O:12][C:9]1[CH:10]=[CH:11][C:2]([C:15]2[CH:20]=[CH:19][CH:18]=[CH:17][CH:16]=2)=[C:3]2[C:8]=1[N:7]=[C:6]([CH3:14])[CH:5]=[CH:4]2 |f:2.3.4,7.8,^1:57,76|. Procedure: 5-Bromo-8-methoxy-2-methylquinoline (509 mg) and benzene boronic acid (323 mg) were added to a mixture of 2 M aqueous potassium carbonate (2 ml), toluene (10 ml) and ethanol (1 ml) and refluxed for 30 minutes under a nitrogen atmosphere. The mixture was cooled, triphenylphosphine (75 mg) and dichlorobis(triphenylphosphine)palladium chloride (66 mg) were added and the mixture was heated at 60° C. overnight. After cooling, the reaction mixture was diluted with ethyl acetate (30 ml). The organic ph... Starting materials: Cn1nnnc1SCC1=C(C(=O)O)N2C(=O)C(NC(=O)Cc3csc(=O)s3)C2SC1, CC(=O)OCI, CN(C)C=O, [Na], O. The product is CC(=O)OCOC(=O)C1=C(CSc2nnnn2C)CSC2C(NC(=O)Cc3csc(=O)s3)C(=O)N12. RXN SMILES: [C:2](=[O:3])([OH:4])[C:5]1=[C:12]([CH2:13][S:14][c:15]2[n:16][n:17][n:18][n:19]2[CH3:20])[CH2:11][S:10][CH:9]2[N:6]1[C:7](=[O:31])[CH:8]2[NH:21][C:22]([CH2:23][c:24]1[s:25][c:26](=[O:29])[s:27][cH:28]1)=[O:30].[C:32]([CH3:33])(=[O:34])[O:35][CH2:36][I:37].[CH3:39][N:40]([CH3:41])[CH:42]=[O:43].[Na:1].[OH2:38]>>[C:2]([O:3][CH2:36][O:35][C:32]([CH3:33])=[O:34])(=[O:4])[C:5]1=[C:12]([CH2:13][S:14][c:15]2[n:16][n:17][n:18][n:19]2[CH3:20])[CH2:11][S:10][CH:9]2[N:6]1[C:7](=[O:31])[CH:8]2[NH:21][C:22]([CH2:23][c:24]1[s:25][c:26](=[O:29])[s:27][cH:28]1)=[O:30].